Dataset: the Open Reaction Database (ORD), a public repository of structured organic reaction records. Task: describe an organic reaction: reactants, conditions, products, and yield Reactants: C(C1=CC=CC=C1)(=O)C=1C=C(C=CC1)CC=C(C(=O)OC)C (methyl 4-(m-benzoyl-phenyl)-2-methyl-2-butenoate), C(C)O (ethanol), concentrated aqueous solution, [OH-].[K+] (potassium hydroxide). Solvent: O (water). Product: C(C1=CC=CC=C1)(=O)C=1C=C(C=CC1)CC=C(C(=O)O)C (4-(m-benzoyl-phenyl)-2-methyl-2-butenoic acid). The yield is 49.0%. RXN SMILES: [C:1]([C:9]1[CH:10]=[C:11]([CH2:15][CH:16]=[C:17]([CH3:22])[C:18]([O:20]C)=[O:19])[CH:12]=[CH:13][CH:14]=1)(=[O:8])[C:2]1[CH:7]=[CH:6][CH:5]=[CH:4][CH:3]=1.C(O)C.[OH-].[K+]>O>[C:1]([C:9]1[CH:10]=[C:11]([CH2:15][CH:16]=[C:17]([CH3:22])[C:18]([OH:20])=[O:19])[CH:12]=[CH:13][CH:14]=1)(=[O:8])[C:2]1[CH:3]=[CH:4][CH:5]=[CH:6][CH:7]=1 |f:2.3|. Procedure: A mixture of 615 mg of methyl 4-(m-benzoyl-phenyl)-2-methyl-2-butenoate, 6.2 ml of ethanol, 0.6 ml of water and 0.4 ml of a concentrated aqueous solution of potassium hydroxide was refluxed for 1 hour and then was evaporated to dryness under reduced pressure. The residue was taken up in water and the solution was treated with activated carbon, filtered and acidified to a pH of 1 with 2N hydrochloric acid. The solution was extracted with methylene chloride and the organic phase with washed with w... Yields the product CCCC(CCC(O)C1CCC(c2ccc(CC)cc2)CC1)C(=O)OC(C)(C)C. Reaction SMILES: [C:19]([CH2:20][CH2:21][CH2:22][CH3:23])(=[O:24])[O:25][C:26]([CH3:27])([CH3:28])[CH3:29].[CH2:1]([CH3:2])[c:3]1[cH:4][cH:5][c:6]([CH:9]2[CH2:10][CH2:11][CH:12]([CH:15]3[O:16][CH2:17][CH2:18]3)[CH2:13][CH2:14]2)[cH:7][cH:8]1>>[CH2:1]([CH3:2])[c:3]1[cH:4][cH:5][c:6]([CH:9]2[CH2:10][CH2:11][CH:12]([CH:15]([OH:16])[CH2:18][CH2:17][CH:20]([C:19](=[O:24])[O:25][C:26]([CH3:27])([CH3:28])[CH3:29])[CH2:21][CH2:22][CH3:23])[CH2:13][CH2:14]2)[cH:7][cH:8]1. Starting materials: CCCCC(=O)OC(C)(C)C, CCc1ccc(C2CCC(C3CCO3)CC2)cc1. Starting materials: C(C1=CC=CC=C1)N1N=CC2=CC(=CC=C12)NC=1C2=C(N=CN1)C=NC(=C2)C=2OC(=CC2)C21OCC(CO2)(CO1)C ((1-Benzylindazol-5-yl)-(6-(5-(4-methyl-2,6,7-trioxa-bicyclo[2,2,2]oct-1-yl)-furan-2-yl]-pyrido-[3,4-d]pyrimidin-4-yl)-amine), Cl (HCl). Solvent: O (water), C1CCOC1 (THF). Conditions: time 18 hour. Yields the product Cl.C(C1=CC=CC=C1)N1N=CC2=CC(=CC=C12)NC=1C2=C(N=CN1)C=NC(=C2)C2=CC=C(O2)C(=O)O (5[4(1-Benzyl-1H-indazol-5-ylamino)-pyrido-[3,4-d]pyrimidin-6-yl)-furan-2-carboxylic acid hydrochloride). As a reaction SMILES: [CH2:1]([N:8]1[C:16]2[C:11](=[CH:12][C:13]([NH:17][C:18]3[C:19]4[CH:27]=[C:26]([C:28]5[O:29][C:30]([C:33]67OCC(C)(C[O:38]6)C[O:34]7)=[CH:31][CH:32]=5)[N:25]=[CH:24][C:20]=4[N:21]=[CH:22][N:23]=3)=[CH:14][CH:15]=2)[CH:10]=[N:9]1)[C:2]1[CH:7]=[CH:6][CH:5]=[CH:4][CH:3]=1.[ClH:42]>C1COCC1.O>[ClH:42].[CH2:1]([N:8]1[C:16]2[C:11](=[CH:12][C:13]([NH:17][C:18]3[C:19]4[CH:27]=[C:26]([C:28]5[O:29][C:30]([C:33]([OH:38])=[O:34])=[CH:31][CH:32]=5)[N:25]=[CH:24][C:20]=4[N:21]=[CH:22][N:23]=3)=[CH:14][CH:15]=2)[CH:10]=[N:9]1)[C:2]1[CH:7]=[CH:6][CH:5]=[CH:4][CH:3]=1 |f:4.5|. Procedure: (1-Benzylindazol-5-yl)-(6-(5-(4-methyl-2,6,7-trioxa-bicyclo[2,2,2]oct-1-yl)-furan-2-yl]-pyrido-[3,4-d]pyrimidin-4-yl)-amine (0.445 g, 0.81 mmol) was suspended in a mixture of THF (15 ml) and dilute HCl (15 ml) and stirred at room temperature for 18 hours. The mixture was diluted with water to preciptate the intermediate (partial hydrolysis) which was collected by filtration and washed with water. This solid was suspended in a mixture of THF (10 ml) and NaOH (1M, 10 ml) and stirred at room tmpera... Reactants: C(C)(C)(C)NS(=O)(=O)C=1C=NN2C1N=CC(=C2NC2=C(C=C(C=C2)F)C)C(=O)N2CCC(CC2)C2=CC=CC=C2 (N-tert-butyl-7-(4-fluoro-2-methylphenylamino)-6-(4-phenylpiperidine-1-carbonyl)pyrazolo[1,5-a]pyrimidine-3-sulfonamide), C1(=CC=CC=C1)OC (anisole). The solvent is FC(C(=O)O)(F)F (trifluoroacetic acid). Reaction conditions: time 8 hour. Yields the product FC1=CC(=C(C=C1)NC1=C(C=NC=2N1N=CC2S(=O)(=O)N)C(=O)N2CCC(CC2)C2=CC=CC=C2)C (7-(4-fluoro-2-methylphenylamino)-6-(4-phenylpiperidine-1-carbonyl)pyrazolo[1,5-a]pyrimidine-3-sulfonamide). Yield: 56.1%. As a reaction SMILES: C([NH:5][S:6]([C:9]1[CH:10]=[N:11][N:12]2[C:17]([NH:18][C:19]3[CH:24]=[CH:23][C:22]([F:25])=[CH:21][C:20]=3[CH3:26])=[C:16]([C:27]([N:29]3[CH2:34][CH2:33][CH:32]([C:35]4[CH:40]=[CH:39][CH:38]=[CH:37][CH:36]=4)[CH2:31][CH2:30]3)=[O:28])[CH:15]=[N:14][C:13]=12)(=[O:8])=[O:7])(C)(C)C.C1(OC)C=CC=CC=1>FC(F)(F)C(O)=O>[F:25][C:22]1[CH:23]=[CH:24][C:19]([NH:18][C:17]2[N:12]3[N:11]=[CH:10][C:9]([S:6]([NH2:5])(=[O:8])=[O:7])=[C:13]3[N:14]=[CH:15][C:16]=2[C:27]([N:29]2[CH2:34][CH2:33][CH:32]([C:35]3[CH:36]=[CH:37][CH:38]=[CH:39][CH:40]=3)[CH2:31][CH2:30]2)=[O:28])=[C:20]([CH3:26])[CH:21]=1. Procedure: N-tert-Butyl-7-(4-fluoro-2-methylphenylamino)-6-(4-phenylpiperidine-1-carbonyl)pyrazolo[1,5-a]pyrimidine-3-sulfonamide (0.874 g, 1.548 mmol) obtained in step 4 was dissolved in trifluoroacetic acid (13 mL), anisole (0.4 mL) was added, and the mixture was stirred at room temperature overnight. The reaction mixture was concentrated under reduced pressure, the obtained residue was purified by silica gel column chromatography (chloroform/methanol=10/1) to give the title compound (0.442 g, 56%). The product is CC(=NC1CCCCC1)c1cccs1. As a reaction SMILES: [C:1]([CH3:2])(=[O:3])[c:4]1[s:5][cH:6][cH:7][cH:8]1.[CH3:19][c:20]1[cH:21][cH:22][cH:23][cH:24][cH:25]1.[CH:16]([OH:17])=[O:18].[NH2:9][CH:10]1[CH2:11][CH2:12][CH2:13][CH2:14][CH2:15]1>>[C:1]([CH3:2])([c:4]1[s:5][cH:6][cH:7][cH:8]1)=[N:9][CH:10]1[CH2:11][CH2:12][CH2:13][CH2:14][CH2:15]1. Starting materials: CC(=O)c1cccs1, Cc1ccccc1, O=CO, NC1CCCCC1.